From a dataset of the Open Reaction Database (ORD), a public repository of structured organic reaction records. describe an organic reaction: reactants, conditions, products, and yield Procedure: Sodium azide (1.30 g, 20 mmol), ammonium chloride (1.07 g, 20 mmol) and dimethylformamide (10 ml) were added to 2-(2,5-dimethylphenoxymethyl)-α-methoxyiminophenylacetonitrile (0.59 g, 2 mmol), and the mixture was stirred at 115° C. for 9 hours. After completion of the reaction, ethyl acetate (150 ml) was added, and the mixture was washed with saturated brine (100 ml) twice. The ethyl acetate layer was dried over anhydrous magnesium sulfate and concentrated under reduced pressure. The residue was... Reaction SMILES: [N-:1]=[N+:2]=[N-:3].[Na+].[Cl-].[NH4+].CN(C)C=O.[CH3:12][C:13]1[CH:32]=[CH:31][C:30]([CH3:33])=[CH:29][C:14]=1[O:15][CH2:16][C:17]1[CH:22]=[CH:21][CH:20]=[CH:19][C:18]=1[C:23](=[N:26][O:27][CH3:28])[C:24]#[N:25]>C(OCC)(=O)C>[CH3:28][O:27][N:26]=[C:23]([C:24]1[NH:25][N:3]=[N:2][N:1]=1)[C:18]1[CH:19]=[CH:20][CH:21]=[CH:22][C:17]=1[CH2:16][O:15][C:14]1[CH:29]=[C:30]([CH3:33])[CH:31]=[CH:32][C:13]=1[CH3:12] |f:0.1,2.3|. The product is CON=C(C1=C(C=CC=C1)COC1=C(C=CC(=C1)C)C)C1=NN=NN1 (2-(2,5-dimethylphenoxymethyl)phenyl 1H-tetrazol-5-yl ketone O-methyloxime). The reactants are [N-]=[N+]=[N-].[Na+] (Sodium azide), [Cl-].[NH4+] (ammonium chloride), CN(C=O)C (dimethylformamide), CC1=C(OCC2=C(C=CC=C2)C(C#N)=NOC)C=C(C=C1)C (2-(2,5-dimethylphenoxymethyl)-α-methoxyiminophenylacetonitrile). Run in C(C)(=O)OCC (ethyl acetate). Isolated yield 87.4%. Reaction conditions: temperature 115 celsius, time 9 hour. The reactants are C[Si](Br)(C)C (trimethylbromosilane), C(C)OC(C(C=C(CCF)CP(=O)(OC(C)C)OC(C)C)NC=O)=O (4-diisopropylphosphonomethyl-6-fluoro-2-formylamino-hex-3-enoic acid ethyl ester), C(C)O (ethanol). The solvent is ClCCl (dichloromethane). Reaction conditions: time 24 hour. The product is C(C)OC(C(C=C(CCF)CP(=O)(O)O)N)=O (2-amino-6-fluoro-4-phosphonomethyl-hex-3-enoic acid ethyl ester). RXN SMILES: [CH2:1]([O:3][C:4](=[O:25])[CH:5]([NH:22]C=O)[CH:6]=[C:7]([CH2:11][P:12]([O:18]C(C)C)([O:14]C(C)C)=[O:13])[CH2:8][CH2:9][F:10])[CH3:2].C[Si](C)(C)Br.C(O)C>ClCCl>[CH2:1]([O:3][C:4](=[O:25])[CH:5]([NH2:22])[CH:6]=[C:7]([CH2:11][P:12]([OH:14])([OH:18])=[O:13])[CH2:8][CH2:9][F:10])[CH3:2]. Procedure: 0.52 g (1.36 mmol) of 4-diisopropylphosphonomethyl-6-fluoro-2-formylamino-hex-3-enoic acid ethyl ester is dissolved in 3.5 ml of dichloromethane, and 0.7 ml (5.45 mmol) of trimethylbromosilane is added dropwise at room temperature. The mixture is left to stand at room temperature for 24 hours, 3.5 ml of ethanol are added dropwise, the mixture is left to stand for a further 24 hours and is concentrated by evaporation in a rotary evaporator, the residue is dissolved in 2.4 ml of ethanol, and a mix... The yield is 52.0%. The product is ClC1=CC=C(C(=O)[C@@]2(C[C@@H](O[C@@H]2COC(C2=CC=C(C=C2)Cl)=O)N2C(=O)N=C(N)C(=C2)C)O)C=C1 (3′,5′-O-bis(4-chlorobenzoyl)-5-methyl-2′-deoxycytidine). Conditions: time 3 hour. Starting materials: CN1CCCCC1 (1-methylpiperidine), ClC1=CC=C(C(=O)[C@@]2(C[C@@H](O[C@@H]2COC(C2=CC=C(C=C2)Cl)=O)N2C(=O)NC(=O)C(C)=C2)O)C=C1 (3′,5′-O-bis(4-chlorobenzoyl)thymidine), [C@@H]1([C@H](O)[C@H](O)[C@@H](CO)O1)N1C(=O)NC(=O)C=C1 (uridine), C1(=CC=C(C=C1)S(=O)(=O)Cl)C (p-toluenesulfonyl chloride), [C@@H]1([C@H](O)[C@H](O)[C@@H](CO)O1)N1C(=O)NC(=O)C=C1 (uridine), O.N (ammonia water). Reaction SMILES: [Cl:1][C:2]1[CH:35]=[CH:34][C:5]([C:6]([C@@:8]2([OH:33])[C@@H:12]([CH2:13][O:14][C:15](=[O:23])[C:16]3[CH:21]=[CH:20][C:19]([Cl:22])=[CH:18][CH:17]=3)[O:11][C@@H:10](N3C=C(C)C(=O)NC3=O)[CH2:9]2)=O)=[CH:4][CH:3]=1.[C@@H:36]1([N:45]2C=CC(=O)NC2=O)[O:44][C@H](CO)[C@@H](O)[C@H]1O.C[N:54]1CCCCC1.[C:60]1([CH3:70])[CH:65]=CC(S(Cl)(=O)=O)=C[CH:61]=1.[OH2:71].[NH3:72]>C(#N)C.C(N(CC)CC)C>[Cl:1][C:2]1[CH:35]=[CH:34][C:5]([C:6]([C@@:8]2([OH:33])[C@@H:12]([CH2:13][O:14][C:15](=[O:23])[C:16]3[CH:17]=[CH:18][C:19]([Cl:22])=[CH:20][CH:21]=3)[O:11][C@@H:10]([N:72]3[CH:65]=[C:60]([CH3:70])[C:61]([NH2:54])=[N:45][C:36]3=[O:44])[CH2:9]2)=[O:71])=[CH:4][CH:3]=1 |f:4.5|. Run in C(C)#N (acetonitrile), C(C)N(CC)CC (triethylamine), C(C)#N (acetonitrile). Procedure: To the suspension of 3.00 g of 3′,5′-O-bis(4-chlorobenzoyl)thymidine (a uridine derivative, where X is methyl group) in 15 mL of acetonitrile was added 0.85 mL (1.2 times moles based on the uridine derivative) of 1-methylpiperidine and 1.70 mL of triethylamine, and the resulting mixture was cooled. The solution of 2.31 g of p-toluenesulfonyl chloride in 15 ml of acetonitrile was added dropwise with keeping the temperature at 0° C. or below 0° C., and the mixture was stirred for 3 hours with keep... Reactants: FC(C1=CC=C(C=N1)COC1=C(C=C(CNC(OC(C)(C)C)=O)C=C1)OC)F (tert-butyl 4-((6-(difluoromethyl)pyridin-3-yl)methoxy)-3-methoxybenzylcarbamate), FC(C(=O)O)(F)F (trifluoroacetic acid). Run in ClCCl (dichloromethane). Reaction conditions: time 2 hour. Yields the product FC(C1=CC=C(C=N1)COC1=C(C=C(C=C1)CN)OC)F ((4-((6-(difluoromethyl)pyridin-3-yl)methoxy)-3-methoxyphenyl)methanamine). Yield: 83.1%. As a reaction SMILES: [F:1][CH:2]([F:28])[C:3]1[N:8]=[CH:7][C:6]([CH2:9][O:10][C:11]2[CH:25]=[CH:24][C:14]([CH2:15][NH:16]C(=O)OC(C)(C)C)=[CH:13][C:12]=2[O:26][CH3:27])=[CH:5][CH:4]=1.FC(F)(F)C(O)=O>ClCCl>[F:28][CH:2]([F:1])[C:3]1[N:8]=[CH:7][C:6]([CH2:9][O:10][C:11]2[CH:25]=[CH:24][C:14]([CH2:15][NH2:16])=[CH:13][C:12]=2[O:26][CH3:27])=[CH:5][CH:4]=1. Procedure details: To a stirred solution of tert-butyl 4-((6-(difluoromethyl)pyridin-3-yl)methoxy)-3-methoxybenzylcarbamate (7.32 g, 18.56 mmol) in dichloromethane (30 ml) was added trifluoroacetic acid (15 mL, 194.70 mmol). After 2 h, the reaction mixture was concentrated, and the residue was dissolved in water (75 mL). The acidic solution was extracted with diethyl ether (50 mL). The aqueous phase was retained and made basic with concentrated ammonium hydroxide solution (50 mL). The basic aqueous phase was extra... Reactants: c1ccc(Cc2n[nH]c3ccccc23)cc1, CC(C)(C)[O-], CS(C)=O, [K+]. The product is c1ccc2[nH]ncc2c1. Reaction SMILES: [CH2:1]([c:2]1[cH:3][cH:4][cH:5][cH:6][cH:7]1)[c:8]1[n:9][nH:10][c:11]2[cH:12][cH:13][cH:14][cH:15][c:16]12.[CH3:17][C:18]([CH3:19])([O-:20])[CH3:21].[CH3:23][S:24]([CH3:25])=[O:26].[K+:22]>>[cH:8]1[n:9][nH:10][c:11]2[cH:12][cH:13][cH:14][cH:15][c:16]12. Starting materials: O (water), ClC1=C2C=CC=NC2=C(C=C1)O (5-chloro-8-hydroxyquinoline), C(C)OC(CBr)OCC (2-bromoacetaldehyde diethyl acetal), C([O-])([O-])=O.[K+].[K+] (potassium carbonate). Solvent: CN(C=O)C (dimethylformamide). The product is C(C)OC(COC=1C=CC(=C2C=CC=NC12)Cl)OCC (5-Chloroquinol-8-yloxy-acetaldehyde diethyl acetal). As a reaction SMILES: [Cl:1][C:2]1[CH:11]=[CH:10][C:9]([OH:12])=[C:8]2[C:3]=1[CH:4]=[CH:5][CH:6]=[N:7]2.[CH2:13]([O:15][CH:16]([O:19][CH2:20][CH3:21])[CH2:17]Br)[CH3:14].C(=O)([O-])[O-].[K+].[K+].O>CN(C)C=O>[CH2:13]([O:15][CH:16]([O:19][CH2:20][CH3:21])[CH2:17][O:12][C:9]1[CH:10]=[CH:11][C:2]([Cl:1])=[C:3]2[C:8]=1[N:7]=[CH:6][CH:5]=[CH:4]2)[CH3:14] |f:2.3.4|. Reported procedure: 180 g of 5-chloro-8-hydroxyquinoline, 237 g of 2-bromoacetaldehyde diethyl acetal and 200 g of potassium carbonate are stirred for 4 h at 120° C. in 800 ml of dimethylformamide. After cooling, the mixture is poured into 2.5 liters of water, and the product is filtered off under suction and dried in vacuo, melting point 51°-53° C. Reactants: BrC1=CC=C(C=C1)N1N=C(CC1C1=C(C=C(C=C1)F)F)C(C(F)(F)F)(F)F (1-(4-Bromo-phenyl)-5-(2,4-difluoro-phenyl)-3-pentafluoroethyl-4,5-dihydro-1H-pyrazole), CSC=1C=C(C=CC1)B(O)O (3-(methylthio)phenylboronic acid), C([O-])([O-])=O.[Na+].[Na+] (sodium carbonate), C(C)O (ethanol). The reagents and catalysts are C=1C=CC(=CC1)[P](C=2C=CC=CC2)(C=3C=CC=CC3)[Pd]([P](C=4C=CC=CC4)(C=5C=CC=CC5)C=6C=CC=CC6)([P](C=7C=CC=CC7)(C=8C=CC=CC8)C=9C=CC=CC9)[P](C=1C=CC=CC1)(C=1C=CC=CC1)C=1C=CC=CC1 (Pd(PPh3)4). The solvent is COCCOC (1,2-dimethoxyethane). Conditions: temperature 90 celsius, time 3 hour. The product is FC1=C(C=CC(=C1)F)C1CC(=NN1C1=CC=C(C=C1)C1=CC(=CC=C1)SC)C(C(F)(F)F)(F)F (5-(2,4-difluoro-phenyl)-1-[3′-(methylsulfanyl)-biphenyl-4-yl]-3-pentafluoroethyl-4,5-dihydro-1H-pyrazole). Yield: 36.5%. RXN SMILES: Br[C:2]1[CH:7]=[CH:6][C:5]([N:8]2[CH:12]([C:13]3[CH:18]=[CH:17][C:16]([F:19])=[CH:15][C:14]=3[F:20])[CH2:11][C:10]([C:21]([F:27])([F:26])[C:22]([F:25])([F:24])[F:23])=[N:9]2)=[CH:4][CH:3]=1.[CH3:28][S:29][C:30]1[CH:31]=[C:32](B(O)O)[CH:33]=[CH:34][CH:35]=1.C(=O)([O-])[O-].[Na+].[Na+].C(O)C>C1C=CC([P]([Pd]([P](C2C=CC=CC=2)(C2C=CC=CC=2)C2C=CC=CC=2)([P](C2C=CC=CC=2)(C2C=CC=CC=2)C2C=CC=CC=2)[P](C2C=CC=CC=2)(C2C=CC=CC=2)C2C=CC=CC=2)(C2C=CC=CC=2)C2C=CC=CC=2)=CC=1.COCCOC>[F:20][C:14]1[CH:15]=[C:16]([F:19])[CH:17]=[CH:18][C:13]=1[CH:12]1[N:8]([C:5]2[CH:4]=[CH:3][C:2]([C:34]3[CH:33]=[CH:32][CH:31]=[C:30]([S:29][CH3:28])[CH:35]=3)=[CH:7][CH:6]=2)[N:9]=[C:10]([C:21]([F:26])([F:27])[C:22]([F:23])([F:25])[F:24])[CH2:11]1 |f:2.3.4,^1:51,53,72,91|. Procedure: 1-(4-Bromo-phenyl)-5-(2,4-difluoro-phenyl)-3-pentafluoroethyl-4,5-dihydro-1H-pyrazole (50.0 mg, 0.11 mmol) prepared in Preparation 15, 3-(methylthio)phenylboronic acid (28.0 mg, 0.17 mmol), Pd(PPh3)4 (13.0 mg, cat.) and a 2N sodium carbonate solution (550.0 uL) were added to a mixed solvent of ethanol (550.0 uL) and 1,2-dimethoxyethane (2.0 mL). The reaction mixture was stirred at 90° C. for 3 hours and then filtered through celite pad. A saturated solution of ammonium chloride was added to the ...